Dataset: the Open Reaction Database (ORD), a public repository of structured organic reaction records. Task: describe an organic reaction: reactants, conditions, products, and yield The reactants are NC1=C(C=O)C(=CC=C1)OC (2-amino-6-methoxybenzaldehyde), N1=CC=CC=C1 (pyridine), C(C)(=O)OC(C)=O (acetic anhydride). Solvent: C1(=CC=CC=C1)C (toluene). Product: COC1=C2C=NC(=NC2=CC=C1)C (5-Methoxy-2-methylquinazoline). Yield: 85.4%. RXN SMILES: [NH2:1][C:2]1[CH:9]=[CH:8][CH:7]=[C:6]([O:10][CH3:11])[C:3]=1[CH:4]=O.[N:12]1C=CC=[CH:14][CH:13]=1.C(OC(=O)C)(=O)C>C1(C)C=CC=CC=1>[CH3:11][O:10][C:6]1[CH:7]=[CH:8][CH:9]=[C:2]2[C:3]=1[CH:4]=[N:12][C:13]([CH3:14])=[N:1]2. Reported procedure: To a stirred solution of 2-amino-6-methoxybenzaldehyde [K. Tsuda et al., Chem. Pharm. Bull. 1962, 10, 856] (1.3 g, 8.6 mmol), pyridine (0.81 g, 10.3 mmol) and toluene (60 mL) was added acetic anhydride (0.97 g, 9.5 mmol). The resulting mixture was heated at reflux for 18 h, cooled, then partitioned between saturated aqueous NaHCO3 (100 mL) and ether (50 mL). The organic phase was dried (Na2SO4) and evaporated in vacuo to give a solid which was purified by chromatography on silica with 0-50% ethe... RXN SMILES: [C:1]1(=[O:19])[c:2]2[c:3]([cH:15][cH:16][cH:17][cH:18]2)[C:4](=[O:14])[N:5]1[CH2:6][S:7][c:8]1[cH:9][cH:10][n:11][cH:12][cH:13]1.[CH3:20][OH:21].[CH3:22][NH2:23].[CH:24]([Cl:25])([Cl:26])[Cl:27]>>[C:1]([c:2]1[c:3]([C:4](=[O:14])[NH:23][CH3:22])[cH:15][cH:16][cH:17][cH:18]1)([NH:5][CH2:6][S:7][c:8]1[cH:9][cH:10][n:11][cH:12][cH:13]1)=[O:19]. Reactants: O=C1c2ccccc2C(=O)N1CSc1ccncc1, CO, CN, ClC(Cl)Cl. Yields the product CNC(=O)c1ccccc1C(=O)NCSc1ccncc1. Product: FC1=CC=C(C=C1)C(=C(C(=O)OCC)C(C)(C)C)C1=CC=C(C=C1)F (Ethyl 3,3-bis(4-fluorophenyl)-2-(1,1-dimethylethyl)propenoate). Procedure: A mixture of ethyl 3,3-bis(4-fluorophenyl)-3-hydroxy-2-(1,1-dimethylethyl)propionate (1.0 g, 2.8 mmol) and p-toluenesulfonic acid (0.3 g) in 20 mL toluene was heated at reflux for 45 minutes. The mixture was cooled and concentrated in vacuo. The residue was purified by chromatography on silica eluting with 1% ethyl acetate in hexane. Concentration of the appropriate fractions gave an oil which was crystallized from petroleum ether to give 0.35 g of the title compound; m.p. =60°-62° C. As a reaction SMILES: [F:1][C:2]1[CH:7]=[CH:6][C:5]([C:8]([C:20]2[CH:25]=[CH:24][C:23]([F:26])=[CH:22][CH:21]=2)(O)[CH:9]([C:15]([CH3:18])([CH3:17])[CH3:16])[C:10]([O:12][CH2:13][CH3:14])=[O:11])=[CH:4][CH:3]=1.C1(C)C=CC(S(O)(=O)=O)=CC=1>C1(C)C=CC=CC=1>[F:1][C:2]1[CH:3]=[CH:4][C:5]([C:8]([C:20]2[CH:25]=[CH:24][C:23]([F:26])=[CH:22][CH:21]=2)=[C:9]([C:15]([CH3:18])([CH3:17])[CH3:16])[C:10]([O:12][CH2:13][CH3:14])=[O:11])=[CH:6][CH:7]=1. Reactants: FC1=CC=C(C=C1)C(C(C(=O)OCC)C(C)(C)C)(O)C1=CC=C(C=C1)F (ethyl 3,3-bis(4-fluorophenyl)-3-hydroxy-2-(1,1-dimethylethyl)propionate), C1(=CC=C(C=C1)S(=O)(=O)O)C (p-toluenesulfonic acid). Run in C1(=CC=CC=C1)C (toluene). The yield is 36.3%. Run at time 2 hour. Procedure details: 0.76 g of [4-(difluoromethoxy)-2,6-difluorophenyl]methanol (3.62 mmol, 1 eq.) were dissolved in 1.72 ml of 33% hydrogen bromide in glacial acetic acid (9.97 mmol, 2.75 eq.) and stirred at room temperature for 2 hours. 25 ml of diethyl ether were added and the mixture was stirred at room temperature for 15 min. The reaction mixture was added dropwise to 80 ml of aqueous saturated sodium hydrogen carbonate solution and stirred again at room temperature for 15 min. The separated aqueous layer was e... The product is BrCC1=C(C=C(C=C1F)OC(F)F)F (2-(bromomethyl)-5-(difluoromethoxy)-1,3-difluorobenzene). Reaction SMILES: [F:1][CH:2]([F:14])[O:3][C:4]1[CH:9]=[C:8]([F:10])[C:7]([CH2:11]O)=[C:6]([F:13])[CH:5]=1.C(O)(=O)C.C(OCC)C.C(=O)([O-])O.[Na+].[BrH:29]>>[Br:29][CH2:11][C:7]1[C:8]([F:10])=[CH:9][C:4]([O:3][CH:2]([F:14])[F:1])=[CH:5][C:6]=1[F:13] |f:3.4|. Reactants: FC(OC1=CC(=C(C(=C1)F)CO)F)F ([4-(difluoromethoxy)-2,6-difluorophenyl]methanol), C(C)(=O)O (acetic acid), Br (hydrogen bromide), C(O)([O-])=O.[Na+] (sodium hydrogen carbonate), C(C)OCC (diethyl ether). Starting materials: O=C([O-])[O-], Clc1ncccn1, [Cs+], [Cs+], N#Cc1c(-c2ccc(N)c(Cl)c2)n(C2CCC2)c2cc(O)ccc12, CN(C)C=O. The product is N#Cc1c(-c2ccc(N)c(Cl)c2)n(C2CCC2)c2cc(Oc3ncccn3)ccc12. As a reaction SMILES: [C:32](=[O:33])([O-:34])[O-:35].[Cl:25][c:26]1[n:27][cH:28][cH:29][cH:30][n:31]1.[Cs+:36].[Cs+:37].[NH2:1][c:2]1[c:3]([Cl:24])[cH:4][c:5](-[c:8]2[n:9]([CH:20]3[CH2:21][CH2:22][CH2:23]3)[c:10]3[cH:11][c:12]([OH:19])[cH:13][cH:14][c:15]3[c:16]2[C:17]#[N:18])[cH:6][cH:7]1.[O:38]=[CH:39][N:40]([CH3:41])[CH3:42]>>[NH2:1][c:2]1[c:3]([Cl:24])[cH:4][c:5](-[c:8]2[n:9]([CH:20]3[CH2:21][CH2:22][CH2:23]3)[c:10]3[cH:11][c:12]([O:19][c:26]4[n:27][cH:28][cH:29][cH:30][n:31]4)[cH:13][cH:14][c:15]3[c:16]2[C:17]#[N:18])[cH:6][cH:7]1. The reactants are FC1=CC=C(CN2C(CN(CC2)C(=O)COC2=CC=C(C=C2)Cl)CC=O)C=C1 (4-(4-fluorobenzyl)-1-((4-chlorophenoxy)methyl)carbonyl-3-((formyl)methyl)piperazine), C[Mg]Br (methyl magnesium bromide), [NH4+].[Cl-] (NH4Cl), resultant mixture. Run in C1CCOC1 (THF). Yields the product FC1=CC=C(CN2C(CN(CC2)C(=O)COC2=CC=C(C=C2)Cl)CC(C)O)C=C1 (4-(4-fluorobenzyl)-1-((4-chlorophenoxy)methyl)carbonyl-3-(2-hydroxypropyl)piperazine). Yield: 89.5%. As a reaction SMILES: [F:1][C:2]1[CH:28]=[CH:27][C:5]([CH2:6][N:7]2[CH2:12][CH2:11][N:10]([C:13]([CH2:15][O:16][C:17]3[CH:22]=[CH:21][C:20]([Cl:23])=[CH:19][CH:18]=3)=[O:14])[CH2:9][CH:8]2[CH2:24][CH:25]=[O:26])=[CH:4][CH:3]=1.[CH3:29][Mg]Br.[NH4+].[Cl-]>C1COCC1>[F:1][C:2]1[CH:3]=[CH:4][C:5]([CH2:6][N:7]2[CH2:12][CH2:11][N:10]([C:13]([CH2:15][O:16][C:17]3[CH:22]=[CH:21][C:20]([Cl:23])=[CH:19][CH:18]=3)=[O:14])[CH2:9][CH:8]2[CH2:24][CH:25]([OH:26])[CH3:29])=[CH:27][CH:28]=1 |f:2.3|. Reported procedure: To a solution of 4-(4-fluorobenzyl)-1-((4-chlorophenoxy)methyl)carbonyl-3-((formyl)methyl)piperazine (0.31 g, 0.77 mmol) in anhydrous THF (20 mL) was added methyl magnesium bromide (0.26 mL, 0.77 mmol, 3.0 M solution in ether). The resultant mixture was stirred overnight at ambient temperature. At that time the mixture was poured into 5% aqueous NH4Cl solution and extracted with two portions of ether. The combined organic extracts were washed with brine, then dried over MgSO4, filtered and conce... Starting materials: CCc1c(O)nc(C)c2sccc12, CN(C)CCCl, Cl, [H-], [Na+], CN(C)C=O, O. Product: CCc1c(OCCN(C)C)nc(C)c2sccc12. As a reaction SMILES: [CH2:1]([CH3:2])[c:3]1[c:4]2[c:5]([c:6]([CH3:10])[n:7][c:8]1[OH:9])[s:11][cH:12][cH:13]2.[CH3:17][N:18]([CH3:19])[CH2:20][CH2:21][Cl:22].[ClH:16].[H-:15].[Na+:14].[O:24]=[CH:25][N:26]([CH3:27])[CH3:28].[OH2:23]>>[CH2:1]([CH3:2])[c:3]1[c:4]2[c:5]([c:6]([CH3:10])[n:7][c:8]1[O:9][CH2:21][CH2:20][N:18]([CH3:17])[CH3:19])[s:11][cH:12][cH:13]2. Reaction SMILES: [CH3:1][C:2]1([CH3:10])[CH:8]2[CH2:9][CH:3]1[CH2:4][CH2:5][C:6]2=[CH2:7].CC(=C)C>C1CCCCC1>[CH3:1][C:2]1([CH3:10])[CH:8]2[CH2:9][CH:3]1[CH2:4][CH2:5][C:6]2=[CH2:7] |f:0.1|. Reported procedure: 127 parts by mass of cyclohexane, and 25 parts by mass of β-pinene/isobutylene copolymer (A2) obtained in Reference Example 2 were put into the nitrogen-purged pressure vessel equipped with a stirrer, and stirred to thoroughly dissolve the β-pinene/isobutylene copolymer (A2). Thereafter, as the hydrogenation catalyst, 7.5 parts by mass of 5% palladium-supported carbon (product number: E1002NN/W, manufactured by Evonik Degussa Japan Co. Ltd.) was added thereto, sufficiently dispersed with stirrin... Solvent: C1CCCCC1 (cyclohexane). Yields the product 24, CC1(C2CCC(=C)C1C2)C (β-pinene). Run at time 25 hour. Reactants: CC1(C2CCC(=C)C1C2)C.CC(C)=C (β-pinene isobutylene).